This data is from the Open Reaction Database (ORD), a public repository of structured organic reaction records. The task is: describe an organic reaction: reactants, conditions, products, and yield The reactants are BrC1=C(C=O)C(=CC=N1)Cl (2-Bromo-4-chloronicotinaldehyde), C1=2C=3C=NNC(C3SC2CCCC1)=O (8-thia-4,5-diazatricyclo[7.4.0.02,7]trideca-1(9),2(7),3-trien-6-one), C(=O)([O-])[O-].[K+].[K+] (K2CO3), COC1=CC=NC2=C3N=CC=C(C3=CC=C12)OC (4,7-dimethoxy-1,10-phenanthroline). The reagents and catalysts are [Cu]I (CuI). The solvent is O1CCOCC1 (dioxane). Conditions: temperature 80 celsius, time 16 hour. Product: ClC1=C(C(=NC=C1)N1N=CC=2C=3CCCCC3SC2C1=O)C=O (4-Chloro-2-{6-oxo-8-thia-4,5-diazatricyclo[7.4.0.02,7]trideca-1(9),2(7),3-trien-5-yl}pyridine-3-carbaldehyde). Yield: 34.3%. Reaction SMILES: Br[C:2]1[N:9]=[CH:8][CH:7]=[C:6]([Cl:10])[C:3]=1[CH:4]=[O:5].[C:11]12[CH2:23][CH2:22][CH2:21][CH2:20][C:19]=1[S:18][C:17]1[C:16](=[O:24])[NH:15][N:14]=[CH:13][C:12]2=1.C([O-])([O-])=O.[K+].[K+].COC1C2C(=C3C(=CC=2)C(OC)=CC=N3)N=CC=1>O1CCOCC1.[Cu]I>[Cl:10][C:6]1[CH:7]=[CH:8][N:9]=[C:2]([N:15]2[C:16](=[O:24])[C:17]3[S:18][C:19]4[CH2:20][CH2:21][CH2:22][CH2:23][C:11]=4[C:12]=3[CH:13]=[N:14]2)[C:3]=1[CH:4]=[O:5] |f:2.3.4|. Reported procedure: To a suspension of 2-bromo-4-chloronicotinaldehyde 103a (641 mg, 2.9 mmol) and 8-thia-4,5-diazatricyclo[7.4.0.02,7]trideca-1(9),2(7),3-trien-6-one 191d (400 mg, 1.94 mmol) in dioxane (20 mL) was added K2CO3 (536 mg, 3.88 mmol), CuI (369 mg, 1.94 mmol), and 4,7-dimethoxy-1,10-phenanthroline (471 mg, 1.96 mmol). After bubbling nitrogen through the resulting solution for 30 min, the mixture was stirred at 80° C. for 16 h. It was allowed to cool to room temperature and added into H2O (100 mL). The a... Starting materials: C(N)(=O)C12CCN(CC1)CC2 (4-carbamoyl quinuclidine), CO (methanol), C(=O)N[C@H]1[C@@H]2N(C(=C(CS2)CI)C(=O)OCC2=CC=C(C=C2)OC)C1=O (p-methoxybenzyl 7β-formamido-3-iodomethyl-3-cephem-4-carboxylate). Run in C(C)(=O)OCC (ethyl acetate), C(C)(=O)OCC (ethyl acetate). Yields the product C(C)(C)OC(C)C (diisopropyl ether), [I-].C(=O)N[C@H]1[C@@H]2N(C(=C(CS2)C[N+]23CCC(CC2)(CC3)C(N)=O)C(=O)OCC3=CC=C(C=C3)OC)C1=O (p-Methoxybenzyl 7β-formamido-3-(4-carbamoyl-1-quinuclidinio)methyl-3-cephem-4-carboxylate iodide). The yield is 196.1%. As a reaction SMILES: [CH:1]([NH:3][C@@H:4]1[C:25](=[O:26])[N:6]2[C:7]([C:13]([O:15][CH2:16][C:17]3[CH:22]=[CH:21][C:20]([O:23][CH3:24])=[CH:19][CH:18]=3)=[O:14])=[C:8]([CH2:11][I:12])[CH2:9][S:10][C@H:5]12)=[O:2].CO.[C:29]([C:32]12[CH2:39][CH2:38][N:35]([CH2:36][CH2:37]1)[CH2:34][CH2:33]2)(=[O:31])[NH2:30]>C(OCC)(=O)C>[CH:20]([O:23][CH:39]([CH3:38])[CH3:32])([CH3:21])[CH3:19].[I-:12].[CH:1]([NH:3][C@@H:4]1[C:25](=[O:26])[N:6]2[C:7]([C:13]([O:15][CH2:16][C:17]3[CH:22]=[CH:21][C:20]([O:23][CH3:24])=[CH:19][CH:18]=3)=[O:14])=[C:8]([CH2:11][N+:35]34[CH2:38][CH2:39][C:32]([C:29](=[O:31])[NH2:30])([CH2:37][CH2:36]3)[CH2:33][CH2:34]4)[CH2:9][S:10][C@H:5]12)=[O:2] |f:5.6|. Procedure details: To an ethyl acetate solution (465 ml) of p-methoxybenzyl 7β-formamido-3-iodomethyl-3-cephem-4-carboxylate (9.3 g) there was added dropwise over 1 hour under stirring while ice-cooling a mixed solution (176 ml) of methanol and ethyl acetate (1:4 v/v) containing 4-carbamoyl quinuclidine (2.94 g). After stirring for 30 minutes, the resulting precipitate was collected by filtration, followed by washing with ethyl acetate and then diisopropyl ether to obtain the desired product (12.0 g). Reactants: Cl.C1(=CC=CC=C1)CN1[C@H](C(=O)O)CCC1 (1-(Phenylmethyl)-L-proline hydrochloride), C=1C=CC2=C(C1)N=NN2O (HOBt), CN1CCOCC1 (4-methylmorpholine), N1CCCCC1 (piperidine), CCN=C=NCCCN(C)C (EDCI). The solvent is C(Cl)Cl (CH2Cl2). Conditions: time 8 hour. Yields the product C1(=CC=CC=C1)CN1[C@@H](CCCC1)C(=O)N1CCCC1 ((2S)-1-(phenylmethyl)-2-(1-pyrrolidinylcarbonyl)piperidine). Isolated yield 40.1%. Reaction SMILES: Cl.[C:2]1([CH2:8][N:9]2[CH2:16][CH2:15][CH2:14][C@H:10]2[C:11]([OH:13])=O)[CH:7]=[CH:6][CH:5]=[CH:4][CH:3]=1.[CH:17]1[CH:18]=CC2N(O)N=[N:23][C:21]=2[CH:22]=1.[CH3:27]N1CCOCC1.N1CCCCC1.CCN=C=NCCCN(C)C>C(Cl)Cl>[C:2]1([CH2:8][N:9]2[CH2:16][CH2:15][CH2:14][CH2:27][C@H:10]2[C:11]([N:23]2[CH2:18][CH2:17][CH2:22][CH2:21]2)=[O:13])[CH:3]=[CH:4][CH:5]=[CH:6][CH:7]=1 |f:0.1|. Procedure: 1-(Phenylmethyl)-L-proline hydrochloride (2.0 g, 8.247 mmol) and HOBt (1.34 g, 9.928 mmol) were dissolved in CH2Cl2 (50 mL), and 4-methylmorpholine (2.72 mL, 24.822 mmol), piperidine (0.981 mL, 9.929 mmol), and EDCI (1.906 g, 9.928 mmol) were added to this solution. After stirring overnight, the solution was washed with water (50 mL), and the aqueous layer was extracted with CH2Cl2 (3×50 mL). The combined organic layers were dried over anhydrous MgSO4 and concentrated in vacuo to provide (2S)-1-... Reactants: C(C)(C)(C)OC(=O)[C@@H]1N(CCC1)C(COC1=C(C(=C(C(=C1Cl)Cl)Cl)Cl)OCC(=O)N1[C@H](CCC1)C(=O)OC(C)(C)C)=O ((R)-1-[[2-[2-[(R)-2-tert-butoxycarbonyl-pyrrolidin-1-yl]-2-oxo-ethoxy]-3,4,5,6-tetrachloro-phenoxy]-acetyl]-pyrrolidine-2-carboxylic acid tert-butyl ester). Run in FC(C(=O)O)(F)F (trifluoroacetic acid). Run at time 8 hour. The product is C(=O)(O)[C@@H]1N(CCC1)C(COC1=C(OCC(=O)N2[C@H](CCC2)C(=O)O)C(=C(C(=C1Cl)Cl)Cl)Cl)=O ((R)-1-[[2-[2-[(R)-2-Carboxy-pyrrolidin-1-yl]-2-oxo-ethoxy]-3,4,5,6-tetrachloro-phenoxy]-acetyl]-pyrrolidine-2-carboxylic acid). Yield: 90.6%. Reaction SMILES: C([O:5][C:6]([C@H:8]1[CH2:12][CH2:11][CH2:10][N:9]1[C:13](=[O:42])[CH2:14][O:15][C:16]1[C:21]([Cl:22])=[C:20]([Cl:23])[C:19]([Cl:24])=[C:18]([Cl:25])[C:17]=1[O:26][CH2:27][C:28]([N:30]1[CH2:34][CH2:33][CH2:32][C@@H:31]1[C:35]([O:37]C(C)(C)C)=[O:36])=[O:29])=[O:7])(C)(C)C>FC(F)(F)C(O)=O>[C:6]([C@H:8]1[CH2:12][CH2:11][CH2:10][N:9]1[C:13](=[O:42])[CH2:14][O:15][C:16]1[C:21]([Cl:22])=[C:20]([Cl:23])[C:19]([Cl:24])=[C:18]([Cl:25])[C:17]=1[O:26][CH2:27][C:28]([N:30]1[CH2:34][CH2:33][CH2:32][C@@H:31]1[C:35]([OH:37])=[O:36])=[O:29])([OH:7])=[O:5]. Procedure: A solution of 220 mg (0.34 mmol) (R)-1-[[2-[2-[(R)-2-tert-butoxycarbonyl-pyrrolidin-1-yl]-2-oxo-ethoxy]-3,4,5,6-tetrachloro-phenoxy]-acetyl]-pyrrolidine-2-carboxylic acid tert-butyl ester in 1.5 ml trifluoroacetic acid was stirred for 4 h at room temperature. The solvent was removed in vacuo and the residue suspended in 10 ml ether. The resulting suspension was stirred overnight. Filtration and drying gave 172 mg (94%) of the title compound as a white powder. Reactants: ClC(=O)OCC1=CC=CC=C1 (benzyl chloroformate), NC1=NC=2C=CC=NC2C2=C1N=C(N2CCCCN)CCCC (4-(4-amino-2-butyl-1H-imidazo[4,5-c][1,5]naphthyridin-1-yl)butaneamine). The product is NC1=NC=2C=CC=NC2C2=C1N=C(N2CCCCNC(OCC2=CC=CC=C2)=O)CCCC (benzyl N-[4-(4-amino-2-butyl-1H-imidazo[4,5-c][1,5]naphthyridin-1-yl)butyl]carbamate). Isolated yield 84.0%. Reaction SMILES: Cl[C:2]([O:4][CH2:5][C:6]1[CH:11]=[CH:10][CH:9]=[CH:8][CH:7]=1)=[O:3].[NH2:12][C:13]1[C:22]2[N:23]=[C:24]([CH2:31][CH2:32][CH2:33][CH3:34])[N:25]([CH2:26][CH2:27][CH2:28][CH2:29][NH2:30])[C:21]=2[C:20]2[N:19]=[CH:18][CH:17]=[CH:16][C:15]=2[N:14]=1>>[NH2:12][C:13]1[C:22]2[N:23]=[C:24]([CH2:31][CH2:32][CH2:33][CH3:34])[N:25]([CH2:26][CH2:27][CH2:28][CH2:29][NH:30][C:2](=[O:3])[O:4][CH2:5][C:6]3[CH:11]=[CH:10][CH:9]=[CH:8][CH:7]=3)[C:21]=2[C:20]2[N:19]=[CH:18][CH:17]=[CH:16][C:15]=2[N:14]=1. Procedure: Using the general method of Example 55, benzyl chloroformate (83 μL, 0.58 mmol) was reacted with 4-(4-amino-2-butyl-1H-imidazo[4,5-c][1,5]naphthyridin-1-yl)butaneamine (0.15 g, 0.48 mmol) to provide 0.18 g of benzyl N-[4-(4-amino-2-butyl-1H-imidazo[4,5-c][1,5]naphthyridin-1-yl)butyl]carbamate as a white powder. Reported procedure: A mixture of the product from Example 79 (0.27 g, 1.1 mmol) in 25 mL acetic acid and 10 mL acetic anhydride was stirred at room temperature for 18 hours. After removing the solvent, the residue was washed with ether, dissolved in water and then basified with saturated sodium bicarbonate. The flask was cooled in the freezer for 2 hours and the precipitate collected by filtration, washed consecutively with water and ether, and dried over P2O5 in vacuo to give the title compound (0.2 g). Run at time 18 hour. The reactants are NC=1C2=C(C=3NC(C(NC3C1)=O)=O)CN(CC2)C (6-Amino-1,4,7,8,9,10-hexahydro-9-methyl-pyrido-[3,4-f]quinoxaline-2,3-dione), C(C)(=O)O (acetic acid). RXN SMILES: [NH2:1][C:2]1[C:3]2[CH2:17][CH2:16][N:15]([CH3:18])[CH2:14][C:4]=2[C:5]2[NH:6][C:7](=[O:13])[C:8](=[O:12])[NH:9][C:10]=2[CH:11]=1.[C:19](O)(=[O:21])[CH3:20]>C(OC(=O)C)(=O)C>[CH3:18][N:15]1[CH2:16][CH2:17][C:3]2[C:2]([NH:1][C:19](=[O:21])[CH3:20])=[CH:11][C:10]3[NH:9][C:8](=[O:12])[C:7](=[O:13])[NH:6][C:5]=3[C:4]=2[CH2:14]1. Run in C(C)(=O)OC(C)=O (acetic anhydride). Yields the product CN1CC=2C=3NC(C(NC3C=C(C2CC1)NC(C)=O)=O)=O (N-(1,2,3,4,7,8,9,10-Octahydro-9-methyl-2,3-dioxopyrido[3,4-f]quinoxalin-6-yl) acetamide). Reactants: ClCCl, O=C(O)C(F)(F)F, CC(=O)NCC1CN(c2ccc(C3CCN(C(=O)OCc4ccccc4)CC3)c(F)c2)C(=O)O1. Yields the product CC(=O)NCC1CN(c2ccc(C3CCNCC3)c(F)c2)C(=O)O1. As a reaction SMILES: [CH2:42]([Cl:43])[Cl:44].[OH:35][C:36]([C:37]([F:38])([F:39])[F:40])=[O:41].[c:1]1([CH2:2][O:3][C:4](=[O:5])[N:11]2[CH2:12][CH2:13][CH:14]([c:17]3[c:18]([F:34])[cH:19][c:20]([N:23]4[C:24](=[O:33])[O:25][CH:26]([CH2:28][NH:29][C:30]([CH3:31])=[O:32])[CH2:27]4)[cH:21][cH:22]3)[CH2:15][CH2:16]2)[cH:6][cH:7][cH:8][cH:9][cH:10]1>>[NH:11]1[CH2:12][CH2:13][CH:14]([c:17]2[c:18]([F:34])[cH:19][c:20]([N:23]3[C:24](=[O:33])[O:25][CH:26]([CH2:28][NH:29][C:30]([CH3:31])=[O:32])[CH2:27]3)[cH:21][cH:22]2)[CH2:15][CH2:16]1. Starting materials: C1(=CC=CC=C1)C1CCC(CC1)=O (4-phenylcyclohexanone), N1CCC(CC1)N1C(NC2=C1C=CC=C2)=O (1-(4-piperidinyl)-2H-benzimidazol-2-one), CC1=CC=C(C=C1)S(=O)(=O)O (4-methylbenzenesulfonic acid), CC1=CC=CC=C1 (methylbenzene). Run in O (water). Product: 15, N=1C(N=C2C1C=CC=C2)=O (2H-benzimidazol-2-one). Reaction SMILES: C1(C2CCC(=O)CC2)C=CC=CC=1.N1CCC([N:20]2[C:24]3[CH:25]=[CH:26][CH:27]=[CH:28][C:23]=3[NH:22][C:21]2=[O:29])CC1.CC1C=CC(S(O)(=O)=O)=CC=1.CC1C=CC=CC=1>O>[N:20]1[C:21](=[O:29])[N:22]=[C:23]2[CH:28]=[CH:27][CH:26]=[CH:25][C:24]=12. Procedure details: A mixture of 7 parts of 4-phenylcyclohexanone, 8.8 parts of 1-(4-piperidinyl)-2H-benzimidazol-2-one, 0.3 parts of 4-methylbenzenesulfonic acid and 225 parts of methylbenzene is stirred and refluxed for 40 hours with water-separator. The reaction mixture is cooled and the solvent is removed in vacuo, yielding 15 parts of 1-[4-phenyl-1-cyclohexenyl)-4-piperidinyl]-2H-benzimidazol-2-one as a residue. Reactants: ClC=1N=CNC1Cl (4,5-dichloroimidazole), C(=O)([O-])[O-].[K+].[K+] (K2CO3), C(=O)=O (carbon dioxide), Cl (hydrochloric acid). Run in O (water). Run at temperature 200 celsius, time 10 hour. Yields the product ClC=1N=C(NC1Cl)C(=O)O (4,5-dichloroimidazole-2-carboxylic acid). The yield is 75.1%. RXN SMILES: [Cl:1][C:2]1[N:3]=[CH:4][NH:5][C:6]=1[Cl:7].[C:8]([O-])([O-:10])=[O:9].[K+].[K+].C(=O)=O.Cl>O>[Cl:1][C:2]1[N:3]=[C:4]([C:8]([OH:10])=[O:9])[NH:5][C:6]=1[Cl:7] |f:1.2.3|. Reported procedure: A mixture of 137 g (1 mol) of 4,5-dichloroimidazole, 414 g (3 mol) of K2CO3 and 1,000 ml of carbon dioxide was stirred in an autoclave at 200° C. under autogenous pressure for 10 hours. The solid output was pulverized, suspended in 2 1 of water and brought to pH 3-4 with concentrated hydrochloric acid while being cooled with ice. The resulting precipitate was filtered off and recrystallized from water to give 136 g (75%) of 4,5-dichloroimidazole-2-carboxylic acid (Compound No. 1); mp. 240° C. (d... Starting materials: FC1=CC=C(C=C1)N1N=CC2=CC(=CC=C12)O[C@@H]([C@H](C)N)C1=CC(=CC=C1)OC ((1R,2S)-1-{[1-(4-fluorophenyl)-1H-indazol-5-yl]oxy}-1-(3-methoxyphenyl)propan-2-amine), COC1=C(SC=C1)C(=O)O (3-methoxythiophene-2-carboxylic acid). Reaction SMILES: [F:1][C:2]1[CH:7]=[CH:6][C:5]([N:8]2[C:16]3[C:11](=[CH:12][C:13]([O:17][C@H:18]([C:22]4[CH:27]=[CH:26][CH:25]=[C:24]([O:28][CH3:29])[CH:23]=4)[C@@H:19]([NH2:21])[CH3:20])=[CH:14][CH:15]=3)[CH:10]=[N:9]2)=[CH:4][CH:3]=1.[CH3:30][O:31][C:32]1[CH:36]=[CH:35][S:34][C:33]=1[C:37](O)=[O:38]>>[F:1][C:2]1[CH:3]=[CH:4][C:5]([N:8]2[C:16]3[C:11](=[CH:12][C:13]([O:17][C@H:18]([C:22]4[CH:27]=[CH:26][CH:25]=[C:24]([O:28][CH3:29])[CH:23]=4)[C@@H:19]([NH:21][C:37]([C:33]4[S:34][CH:35]=[CH:36][C:32]=4[O:31][CH3:30])=[O:38])[CH3:20])=[CH:14][CH:15]=3)[CH:10]=[N:9]2)=[CH:6][CH:7]=1. Yields the product FC1=CC=C(C=C1)N1N=CC2=CC(=CC=C12)O[C@@H]([C@H](C)NC(=O)C=1SC=CC1OC)C1=CC(=CC=C1)OC (N-[(1R,2S)-1-[1-(4-fluorophenyl)indazol-5-yl]oxy-1-(3-methoxyphenyl)propan-2-yl]-3-methoxy-thiophene-2-carboxamide). Procedure: Prepared as described in Example 269 from (1R,2S)-1-(1-(4-fluorophenyl)-1H-indazol-5-yloxy)-1-(3-methoxyphenyl)propan-2-amine (6a, 50 mg, 0.13 mmol) and 3-methoxythiophene-2-carboxylic acid (24 mg, 0.15 mmol).